Dataset: the Open Reaction Database (ORD), a public repository of structured organic reaction records. Task: describe an organic reaction: reactants, conditions, products, and yield Reactants: C1(=CCCCCC1)C1=CC=C(C=C1)O (p-(1-cycloheptenyl)-phenol), C(C)OC(C(CCCCC)Br)=O (2-bromoheptanoic acid ethyl ester). Product: C(C)OC(C(CCCCC)OC1=CC=C(C=C1)C1=CCCCCC1)=O (α-[p-(1-cycloheptenyl)-phenoxy]-heptanoic acid ethyl ester). Reaction SMILES: [C:1]1([C:8]2[CH:13]=[CH:12][C:11]([OH:14])=[CH:10][CH:9]=2)[CH2:7][CH2:6][CH2:5][CH2:4][CH2:3][CH:2]=1.[CH2:15]([O:17][C:18](=[O:26])[CH:19](Br)[CH2:20][CH2:21][CH2:22][CH2:23][CH3:24])[CH3:16]>>[CH2:15]([O:17][C:18](=[O:26])[CH:19]([O:14][C:11]1[CH:10]=[CH:9][C:8]([C:1]2[CH2:7][CH2:6][CH2:5][CH2:4][CH2:3][CH:2]=2)=[CH:13][CH:12]=1)[CH2:20][CH2:21][CH2:22][CH2:23][CH3:24])[CH3:16]. Procedure details: Analogously to the process described in Example 1, 13.2 g of p-(1-cycloheptenyl)-phenol and 28 g of 2-bromoheptanoic acid ethyl ester give α-[p-(1-cycloheptenyl)-phenoxy]-heptanoic acid ethyl ester, of boiling point 160°-164° C, as a colourless oil. The product is COc1ccc(C(=O)c2cnc3[nH]ccc3c2)cc1OC. Reaction SMILES: [C:19](=[O:20])([O-:21])[O-:22].[CH3:1][C:2]1([CH3:3])[C:4]([CH3:5])([CH3:6])[O:7][B:8]([c:9]2[cH:10][c:11]3[c:12]([n:13][cH:14]2)[nH:15][cH:16][cH:17]3)[O:18]1.[CH3:25][O:26][c:27]1[cH:28][c:29]([C:30](=[O:31])[Cl:32])[cH:33][cH:34][c:35]1[O:36][CH3:37].[CH3:38][c:39]1[cH:40][cH:41][cH:42][cH:43][cH:44]1.[CH3:45][CH2:46][O:47][C:48]([CH3:49])=[O:50].[Cs+:23].[Cs+:24].[OH2:51].[cH:52]1[cH:53][cH:54][c:55]([P:56]([Pd:57]([P:58]([c:59]2[cH:60][cH:61][cH:62][cH:63][cH:64]2)([c:65]2[cH:66][cH:67][cH:68][cH:69][cH:70]2)[c:71]2[cH:72][cH:73][cH:74][cH:75][cH:76]2)([P:77]([c:78]2[cH:79][cH:80][cH:81][cH:82][cH:83]2)([c:84]2[cH:85][cH:86][cH:87][cH:88][cH:89]2)[c:90]2[cH:91][cH:92][cH:93][cH:94][cH:95]2)[P:96]([c:97]2[cH:98][cH:99][cH:100][cH:101][cH:102]2)([c:103]2[cH:104][cH:105][cH:106][cH:107][cH:108]2)[c:109]2[cH:110][cH:111][cH:112][cH:113][cH:114]2)([c:115]2[cH:116][cH:117][cH:118][cH:119][cH:120]2)[c:121]2[cH:122][cH:123][cH:124][cH:125][cH:126]2)[cH:127][cH:128]1>>[c:9]1([C:30]([c:29]2[cH:28][c:27]([O:26][CH3:25])[c:35]([O:36][CH3:37])[cH:34][cH:33]2)=[O:31])[cH:10][c:11]2[c:12]([n:13][cH:14]1)[nH:15][cH:16][cH:17]2. Starting materials: O=C([O-])[O-], CC1(C)OB(c2cnc3[nH]ccc3c2)OC1(C)C, COc1ccc(C(=O)Cl)cc1OC, Cc1ccccc1, CCOC(C)=O, [Cs+], [Cs+], O, c1ccc(P(c2ccccc2)(c2ccccc2)[Pd](P(c2ccccc2)(c2ccccc2)c2ccccc2)(P(c2ccccc2)(c2ccccc2)c2ccccc2)P(c2ccccc2)(c2ccccc2)c2ccccc2)cc1.